From a dataset of the Open Reaction Database (ORD), a public repository of structured organic reaction records. describe an organic reaction: reactants, conditions, products, and yield Starting materials: Cl (hydrochloric acid), CC(CCN1C(OC(C2=C1N=CC=C2)=O)=O)C (1-(3-methylbutyl)-2H-pyrido[2,3-d][1,3]oxazine-2,4(1H)-dione), CC=1OC2=C(C3=C(NC(=NS3(=O)=O)CC(=O)OCC)C=C2)N1 (ethyl (8-methyl-1,1-dioxido-4H-[1,3]oxazolo[5,4-h][1,2,4]benzothiadiazin-3-yl)acetate), [H-].[Na+] (sodium hydride). The solvent is C(C)(=O)O (acetic acid), O1CCCC1 (tetrahydrofuran), O (water). Conditions: temperature 0 celsius. The product is OC1=C(C(N(C2=NC=CC=C12)CCC(C)C)=O)C1=NS(C2=C(N1)C=CC1=C2N=C(O1)C)(=O)=O (4-hydroxy-1-(3-methylbutyl)-3-(8-methyl-1,1-dioxido-4H-[1,3]oxazolo[5,4-h][1,2,4]benzothiadiazin-3-yl)-1,8-naphthyridin-2(1H)-one). Isolated yield 59.9%. RXN SMILES: [CH3:1][CH:2]([CH3:17])[CH2:3][CH2:4][N:5]1[C:10]2[N:11]=[CH:12][CH:13]=[CH:14][C:9]=2[C:8](=[O:15])O[C:6]1=[O:16].[CH3:18][C:19]1[O:20][C:21]2[CH:38]=[CH:37][C:24]3[NH:25][C:26]([CH2:31]C(OCC)=O)=[N:27][S:28](=[O:30])(=[O:29])[C:23]=3[C:22]=2[N:39]=1.[H-].[Na+].Cl>O1CCCC1.O.C(O)(=O)C>[OH:15][C:8]1[C:9]2[C:10](=[N:11][CH:12]=[CH:13][CH:14]=2)[N:5]([CH2:4][CH2:3][CH:2]([CH3:1])[CH3:17])[C:6](=[O:16])[C:31]=1[C:26]1[NH:25][C:24]2[CH:37]=[CH:38][C:21]3[O:20][C:19]([CH3:18])=[N:39][C:22]=3[C:23]=2[S:28](=[O:30])(=[O:29])[N:27]=1 |f:2.3|. Procedure: To a solution of the product of Example 12A (16.7 mg, 0.0714 mmol) and the product of Example 352F (23.1 mg, 0.0714 mmol) in anhydrous tetrahydrofuran (2 mL) at 0° C. was added sodium hydride (60%, 11.4 mg, 0.286 mmol) under a nitrogen atmosphere. The reaction was heated at reflux for 3 hours, cooled to 0° C., and treated with glacial acetic acid (0.165 mL). The resulting yellow solution was heated at reflux for 2 hours, cooled to 0° C., diluted with water (5 mL), and acidified with 1N aqueous h... The reactants are CN(CCNC(=O)C1(OC2=C(C(=C(C(=C2CC1)C)O)C)C)C)C (N-(2-(dimethylamino)-ethyl)-6-hydroxy-2,5,7,8-tetramethylchroman-2-carboxamide), O=[N+]([O-])[O-].[O-][N+]([O-])=O.[O-][N+]([O-])=O.[O-][N+]([O-])=O.[O-][N+]([O-])=O.[O-][N+]([O-])=O.[Ce+4].[NH4+].[NH4+] (CAN), C(=O)(O)[O-].[Na+] (NaHCO3). Yields the product CN(CCNC(C(CCC1=C(C(C(=C(C1=O)C)C)=O)C)(C)O)=O)C (N-(2-(dimethylamino)-ethyl)-2-hydroxy-2-methyl-4-(2,4,5-trimethyl-3,6-dioxocyclohexa-1,4-dienyl)butanamide). Yield: 83.2%. Reaction SMILES: [CH3:1][N:2]([CH3:23])[CH2:3][CH2:4][NH:5][C:6]([C:8]1([CH3:22])[CH2:17][CH2:16][C:15]2[C:10](=[C:11]([CH3:21])[C:12]([CH3:20])=[C:13]([OH:19])[C:14]=2[CH3:18])[O:9]1)=[O:7].[O:24]=[N+]([O-])[O-].[O-][N+](=O)[O-].[O-][N+](=O)[O-].[O-][N+](=O)[O-].[O-][N+](=O)[O-].[O-][N+](=O)[O-].[Ce+4].[NH4+].[NH4+].C([O-])(O)=O.[Na+]>>[CH3:1][N:2]([CH3:23])[CH2:3][CH2:4][NH:5][C:6](=[O:7])[C:8]([OH:24])([CH3:22])[CH2:17][CH2:16][C:15]1[C:10](=[O:9])[C:11]([CH3:21])=[C:12]([CH3:20])[C:13](=[O:19])[C:14]=1[CH3:18] |f:1.2.3.4.5.6.7.8.9,10.11|. Procedure: Oxidation as described in protocol B, using 150 mg N-(2-(dimethylamino)-ethyl)-6-hydroxy-2,5,7,8-tetramethylchroman-2-carboxamide (0.468 mmol) and 564 mg CAN (1.03 mmol) with exceptions as noted. The aqueous phase was basified with NaHCO3 (s), extracted with EtOAc and the combined organics dried with Na2SO4, concentrated and flashed yielding 131 mg (83%) of N-(2-(dimethylamino)-ethyl)-2-hydroxy-2-methyl-4-(2,4,5-trimethyl-3,6-dioxocyclohexa-1,4-dienyl)butanamide as a yellow solid.